This data is from the Open Reaction Database (ORD), a public repository of structured organic reaction records. The task is: describe an organic reaction: reactants, conditions, products, and yield The reactants are C(C1=CC=CC=C1)(=O)NC(=S)NCCCNC1=NC=CC=C1 (N-benzoyl-N'-[3-(2-pyridylamino)propyl]thiourea), C([O-])([O-])=O.[K+].[K+] (potassium carbonate). The solvent is O (water). Product: N1=C(C=CC=C1)NCCCNC(=S)N (N-[3-(2-Pyridylamino)propyl]thiourea). As a reaction SMILES: C([NH:9][C:10]([NH:12][CH2:13][CH2:14][CH2:15][NH:16][C:17]1[CH:22]=[CH:21][CH:20]=[CH:19][N:18]=1)=[S:11])(=O)C1C=CC=CC=1.C(=O)([O-])[O-].[K+].[K+]>O>[N:18]1[CH:19]=[CH:20][CH:21]=[CH:22][C:17]=1[NH:16][CH2:15][CH2:14][CH2:13][NH:12][C:10]([NH2:9])=[S:11] |f:1.2.3|. Reported procedure: A mixture of 2-(3-aminopropylamino)pyridine (6 g.) and benzoyl isothiocyanate (6.0 g.) in chloroform (150 ml.) is heated under reflux for 1 hour and concentrated to give N-benzoyl-N'-[3-(2-pyridylamino)propyl]thiourea. The benzoyl thiourea is added to a solution of potassium carbonate (1.4 g.) in water (80 ml.) at 60°. The solution is maintained at this temperature for 1 hour, concentrated to low bulk and acidified with hydrochloric acid. Benzoic acid is removed by filtration and the filtrate is... The reactants are NC1=NC(=C(C(=N1)C=1OC=CC1)C#N)S(=O)(=O)C (2-amino-4-furan-2-yl-6-methanesulfonyl-pyrimidine-5-carbonitrile), COC1=CC=C(C=C1)CCN (2-(4-methoxyphenyl)ethylamine). The solvent is COCCOC (DME). The product is NC1=NC(=C(C(=N1)C=1OC=CC1)C#N)NCCC1=CC=C(C=C1)OC (2-Amino-4-furan-2-yl-6-[2-(4-methoxy-phenyl)-ethylamino]-pyrimidine-5-carbonitrile). Reaction SMILES: [NH2:1][C:2]1[N:7]=[C:6]([C:8]2[O:9][CH:10]=[CH:11][CH:12]=2)[C:5]([C:13]#[N:14])=[C:4](S(C)(=O)=O)[N:3]=1.[CH3:19][O:20][C:21]1[CH:26]=[CH:25][C:24]([CH2:27][CH2:28][NH2:29])=[CH:23][CH:22]=1>COCCOC>[NH2:1][C:2]1[N:7]=[C:6]([C:8]2[O:9][CH:10]=[CH:11][CH:12]=2)[C:5]([C:13]#[N:14])=[C:4]([NH:29][CH2:28][CH2:27][C:24]2[CH:25]=[CH:26][C:21]([O:20][CH3:19])=[CH:22][CH:23]=2)[N:3]=1. Reported procedure: From 2-amino-4-furan-2-yl-6-methanesulfonyl-pyrimidine-5-carbonitrile and 2-(4-methoxyphenyl)ethylamine in DME. ES-MS m/e (%): 336 (M+H+, 100). The reactants are C(C)(=O)C1=C(C(=O)O)C(=CC=C1)C (2- acetyl -6- methylbenzoic acid). The solvent is CCO (EtOH). The product is CC1=C(OC(=O)C2=C(C=CC=C12)C)C(=O)O (4, 8- Dimethylisocoumarin -3-carboxylic acid). As a reaction SMILES: [C:1]([C:4]1[CH:12]=[CH:11][CH:10]=[C:9]([CH3:13])[C:5]=1[C:6]([OH:8])=[O:7])(=O)[CH3:2]>CCO>[CH3:2][C:1]1[C:4]2[C:5](=[C:9]([CH3:13])[CH:10]=[CH:11][CH:12]=2)[C:6](=[O:7])[O:8][C:5]=1[C:6]([OH:8])=[O:7]. Procedure: 4, 8- Dimethylisocoumarin -3-carboxylic acid, mp. (EtOH- dilute HCl) 237°-9°, (Found: C, 66.33; H, 4.77. C12H10O4 requires C, 66.05; H, 4.62) was prepared from 2- acetyl -6- methylbenzoic acid by an analgous procedure to that described in Example 2. The reactants are O=C([O-])O, CC1=C(CSC(=N)N)CCc2ccc(Br)cc21, O=C(O)C(F)(F)F, [Na+], O=S(=O)(O)C(F)(F)F. Product: CC12N=C(N)SCC1CCc1ccc(Br)cc12. RXN SMILES: [C:26](=[O:27])([OH:28])[O-:29].[C:9]([NH2:10])(=[NH:11])[S:12][CH2:13][C:14]1=[C:15]([CH3:25])[c:16]2[cH:17][c:18]([Br:24])[cH:19][cH:20][c:21]2[CH2:22][CH2:23]1.[F:31][C:32]([F:33])([F:34])[C:35]([OH:36])=[O:37].[Na+:30].[OH:1][S:2]([C:3]([F:4])([F:5])[F:6])(=[O:7])=[O:8]>>[C:9]1([NH2:10])=[N:11][C:15]2([CH3:25])[CH:14]([CH2:13][S:12]1)[CH2:23][CH2:22][c:21]1[c:16]2[cH:17][c:18]([Br:24])[cH:19][cH:20]1.